From a dataset of the Open Reaction Database (ORD), a public repository of structured organic reaction records. describe an organic reaction: reactants, conditions, products, and yield Run in CO (methanol), CO (methanol), O (water). Reported procedure: A cooled solution of 12.08 g (0.036 mol) of cis-2-(2-chloroethyl)-2,3,5,8-tetrahydro-1,3-dioxo-8-phenyl-1H-1,2,4-triazolo[1,2-a]pyridazine-5-carboxylic acid in 180 ml of methanol was treated with a solution of 2.37 g (0.036 ml) of potassium hydroxide in 15 ml of methanol. The methanol was removed by evaporation and the residue was dissolved in 150 ml of dimethyl sulphoxide. The solution was treated with 4.90 g (0.043 mol) of potassium thioacetate and the mixture was stirred at 80° C. for 20 hour... As a reaction SMILES: Cl[CH2:2][CH2:3][N:4]1[C:21](=[O:22])[N:7]2[C@H:8]([C:15]3[CH:20]=[CH:19][CH:18]=[CH:17][CH:16]=3)[CH:9]=[CH:10][C@H:11]([C:12]([OH:14])=[O:13])[N:6]2[C:5]1=[O:23].[OH-].[K+].[C:26]([O-:29])(=[S:28])[CH3:27].[K+].Cl.[N+](=[CH2:34])=[N-]>CO.O>[C:26]([S:28][CH2:2][CH2:3][N:4]1[C:21](=[O:22])[N:7]2[C@@H:8]([C:15]3[CH:20]=[CH:19][CH:18]=[CH:17][CH:16]=3)[CH:9]=[CH:10][C@H:11]([C:12]([O:14][CH3:34])=[O:13])[N:6]2[C:5]1=[O:23])(=[O:29])[CH3:27].[C:26]([S:28][CH2:2][CH2:3][N:4]1[C:21](=[O:22])[N:7]2[C@H:8]([C:15]3[CH:20]=[CH:19][CH:18]=[CH:17][CH:16]=3)[CH:9]=[CH:10][C@H:11]([C:12]([O:14][CH3:34])=[O:13])[N:6]2[C:5]1=[O:23])(=[O:29])[CH3:27] |f:1.2,3.4|. Reaction conditions: temperature 80 celsius, time 20 hour. The reactants are ClCCN1C(N2N([C@@H](C=C[C@@H]2C(=O)O)C2=CC=CC=C2)C1=O)=O (cis-2-(2-chloroethyl)-2,3,5,8-tetrahydro-1,3-dioxo-8-phenyl-1H-1,2,4-triazolo[1,2-a]pyridazine-5-carboxylic acid), [OH-].[K+] (potassium hydroxide), [N+](=[N-])=C (diazomethane), 2-M, C(C)(=S)[O-].[K+] (potassium thioacetate), Cl (hydrochloric acid). Product: C(C)(=O)SCCN1C(N2N([C@H](C=C[C@@H]2C(=O)OC)C2=CC=CC=C2)C1=O)=O (methyl trans-2-(2-acetylthioethyl)-2,3,5,8-tetrahydro-1,3-dioxo-8-phenyl-1H-1,2,4-triazolo[1,2-a]pyridazine-5-carboxylate), C(C)(=O)SCCN1C(N2N([C@@H](C=C[C@@H]2C(=O)OC)C2=CC=CC=C2)C1=O)=O (methyl cis-2-(2-acetylthioethyl)-2,3,5,8-tetrahydro-1,3-dioxo-8-phenyl-1H-1,2,4-triazolo[1,2-a]pridazine-5-carboxylate). Yield: 1.0%. The reactants are FC1=C(C=C(C=C1)NC(CN(C)C)=O)[N+](=O)[O-] (N1-(4-fluoro-3-nitrophenyl)-N2,N2-dimethylglycinamide). The reagents and catalysts are [Pd] (Pd/C). The solvent is C(C)O (ethanol). The product is NC=1C=C(C=CC1F)NC(CN(C)C)=O (N1-(3-amino-4-fluorophenyl)-N2,N2-dimethylglycinamide). The yield is 85.1%. RXN SMILES: [F:1][C:2]1[CH:7]=[CH:6][C:5]([NH:8][C:9](=[O:14])[CH2:10][N:11]([CH3:13])[CH3:12])=[CH:4][C:3]=1[N+:15]([O-])=O>C(O)C.[Pd]>[NH2:15][C:3]1[CH:4]=[C:5]([NH:8][C:9](=[O:14])[CH2:10][N:11]([CH3:12])[CH3:13])[CH:6]=[CH:7][C:2]=1[F:1]. Procedure details: A solution of N1-(4-fluoro-3-nitrophenyl)-N2,N2-dimethylglycinamide (3.0 g, 12.4 mmol) , 10% Pd/C (˜0.500 g, Lancaster) in absolute ethanol (100 mL) was stirred under 50 psi H2(g) overnight. The catalyst was removed by vacuum filtration through a celite pad, rinsed with methanol, and the filtrate was concentrated under reduced pressure to give N1-(3-amino-4-fluorophenyl)-N2,N2-dimethylglycinamide (2.23 g, 85%). 1H NMR (400 MHz, DMSO-d6) δ ppm 2.22 (s, 6 H) 2.97 (s, 2 H) 5.09 (s, 2 H) 6.64 (ddd, ...